Task: describe an organic reaction: reactants, conditions, products, and yield. Dataset: the Open Reaction Database (ORD), a public repository of structured organic reaction records Starting materials: CC#N, NC(=O)c1sc2ccc(Br)cc2c1N, [Na+], [Na+], O=C([O-])[O-], CN(C)C=O, O, OB(O)c1ccccc1. RXN SMILES: [CH3:35][C:36]#[N:37].[NH2:1][c:2]1[c:3]2[c:4]([s:5][c:6]1[C:7](=[O:8])[NH2:9])[cH:10][cH:11][c:12]([Br:14])[cH:13]2.[Na+:24].[Na+:25].[O-:26][C:27](=[O:28])[O-:29].[O:30]=[CH:31][N:32]([CH3:33])[CH3:34].[OH2:38].[OH:15][B:16]([OH:17])[c:18]1[cH:19][cH:20][cH:21][cH:22][cH:23]1>>[NH2:1][c:2]1[c:3]2[c:4]([s:5][c:6]1[C:7](=[O:8])[NH2:9])[cH:10][cH:11][c:12](-[c:18]1[cH:19][cH:20][cH:21][cH:22][cH:23]1)[cH:13]2. Yields the product NC(=O)c1sc2ccc(-c3ccccc3)cc2c1N. Reactants: [Al+3], COc1ccccc1OC, [Cl-], [Cl-], [Cl-], C[Si](C)(C)Cl, Clc1ccccc1, Cl, I[Cu]I, [I-], [Na+], O=C1C=CC(=O)O1, CCOS(=O)(=O)OCC. The product is COc1ccc(C(=O)C=CC(=O)O)cc1OC. As a reaction SMILES: [Al+3:18].[CH3:21][O:22][c:23]1[cH:24][cH:25][cH:26][cH:27][c:28]1[O:29][CH3:30].[Cl-:17].[Cl-:19].[Cl-:20].[Cl:34][Si:35]([CH3:36])([CH3:37])[CH3:38].[Cl:42][c:43]1[cH:44][cH:45][cH:46][cH:47][cH:48]1.[ClH:31].[Cu:39]([I:40])[I:41].[I-:33].[Na+:32].[O:1]=[C:2]1[O:3][C:4](=[O:5])[CH:6]=[CH:7]1.[S:8]([O:9][CH2:10][CH3:11])([O:12][CH2:13][CH3:14])(=[O:15])=[O:16]>>[O:1]=[C:2]([CH:7]=[CH:6][C:4]([OH:3])=[O:5])[c:25]1[cH:24][c:23]([O:22][CH3:21])[c:28]([O:29][CH3:30])[cH:27][cH:26]1. The reactants are FC1=C(C=CC=C1F)[C@@]12N=C(SC[C@@H]1[C@H](OC2)C(F)(F)F)NC(C2=CC=CC=C2)=O (N-((4aS,5S,7aS)-7a-(2,3-Difluorophenyl)-5-(trifluoromethyl)-4a,5,7,7a-tetrahydro-4H-furo[3,4-d][1,3]thiazin-2-yl)benzamide), N12CCCCCC2=NCCC1 (1,8-diazabicyclo[5.4.0]undec-7-ene). The solvent is CO (methanol). Conditions: temperature 80 celsius, time 3 hour. Yields the product FC1=C(C=CC=C1F)[C@@]12N=C(SC[C@@H]1[C@H](OC2)C(F)(F)F)N ((4aS,5S,7aS)-7a-(2,3-difluorophenyl)-5-(trifluoromethyl)-4a,5,7,7a-tetrahydro-4H-furo[3,4-d][1,3]thiazin-2-amine). The yield is 92.8%. Reaction SMILES: [F:1][C:2]1[C:7]([F:8])=[CH:6][CH:5]=[CH:4][C:3]=1[C@:9]12[CH2:17][O:16][C@H:15]([C:18]([F:21])([F:20])[F:19])[C@H:14]1[CH2:13][S:12][C:11]([NH:22]C(=O)C1C=CC=CC=1)=[N:10]2.N12CCCN=C1CCCCC2>CO>[F:1][C:2]1[C:7]([F:8])=[CH:6][CH:5]=[CH:4][C:3]=1[C@:9]12[CH2:17][O:16][C@H:15]([C:18]([F:20])([F:19])[F:21])[C@H:14]1[CH2:13][S:12][C:11]([NH2:22])=[N:10]2. Procedure: N-((4aS,5S,7aS)-7a-(2,3-Difluorophenyl)-5-(trifluoromethyl)-4a,5,7,7a-tetrahydro-4H-furo[3,4-d][1,3]thiazin-2-yl)benzamide (2.00 g) was dissolved in methanol (250 mL), 1,8-diazabicyclo[5.4.0]undec-7-ene (1.53 g) was added, and the solution was heated to reflux (heating block temperature 80° C.). After 3 h, the reaction mixture was concentrated under reduced pressure, diluted with water (100 mL) and extracted with EtOAc (3×100 mL). The combined organic portions were dried over MgSO4, evaporated, ...